From a dataset of the Open Reaction Database (ORD), a public repository of structured organic reaction records. describe an organic reaction: reactants, conditions, products, and yield Starting materials: COC[C@@H](OC=1C=C(C(=O)O)C=C(C1)OC1=CC(=CC=C1)OC)C (3-((S)-2-methoxy-1-methyl-ethoxy)-5-(3-methoxy-phenoxy)-benzoic acid), C(C)OC(CSC1=CN=C(S1)N)=O ((2-amino-thiazol-5-ylsulfanyl)-acetic acid ethyl ester). Product: C(C)OC(CSC1=CN=C(S1)NC(C1=CC(=CC(=C1)OC1=CC(=CC=C1)OC)O[C@H](COC)C)=O)=O ({2-[3-((S)-2-Methoxy-1-methyl-ethoxy)-5-(3-methoxy-phenoxy)-benzoylamino]-thiazol-5-ylsulfanyl}-acetic acid ethyl ester). Reaction SMILES: [CH3:1][O:2][CH2:3][C@H:4]([CH3:24])[O:5][C:6]1[CH:7]=[C:8]([CH:12]=[C:13]([O:15][C:16]2[CH:21]=[CH:20][CH:19]=[C:18]([O:22][CH3:23])[CH:17]=2)[CH:14]=1)[C:9]([OH:11])=O.[CH2:25]([O:27][C:28](=[O:37])[CH2:29][S:30][C:31]1[S:35][C:34]([NH2:36])=[N:33][CH:32]=1)[CH3:26]>>[CH2:25]([O:27][C:28](=[O:37])[CH2:29][S:30][C:31]1[S:35][C:34]([NH:36][C:9](=[O:11])[C:8]2[CH:12]=[C:13]([O:15][C:16]3[CH:21]=[CH:20][CH:19]=[C:18]([O:22][CH3:23])[CH:17]=3)[CH:14]=[C:6]([O:5][C@@H:4]([CH3:24])[CH2:3][O:2][CH3:1])[CH:7]=2)=[N:33][CH:32]=1)[CH3:26]. Reported procedure: The title compound was prepared from 3-((S)-2-methoxy-1-methyl-ethoxy)-5-(3-methoxy-phenoxy)-benzoic acid and (2-amino-thiazol-5-ylsulfanyl)-acetic acid ethyl ester following general procedure A RXN SMILES: [Br:5][c:6]1[n:7][nH:8][c:9]2[n:10][cH:11][c:12]([N+:15](=[O:16])[O-:17])[cH:13][c:14]12.[CH3:1][NH:2][CH3:3].[CH3:23][CH2:24][O:25][C:26](=[O:27])[CH3:28].[O:18]=[CH:19][N:20]([CH3:21])[CH3:22].[OH2:4]>>[CH3:1][N:2]([CH3:3])[c:6]1[n:7][nH:8][c:9]2[n:10][cH:11][c:12]([N+:15](=[O:16])[O-:17])[cH:13][c:14]12. Product: CN(C)c1n[nH]c2ncc([N+](=O)[O-])cc12. Starting materials: O=[N+]([O-])c1cnc2[nH]nc(Br)c2c1, CNC, CCOC(C)=O, CN(C)C=O, O. Reactants: CC1=C2C=C(NC2=C(C=C1)C)C(=O)[O-] (4,7-dimethylindole-2-carboxylate), CN(C)C=O (DMF), ice water, [H-].[Na+] (sodium hydride), CN(C)C=O (DMF), C(C)(=O)Cl (acetyl chloride), CN(C)C=O (DMF), Cl (HCl). Reaction conditions: time 30 minute. Product: C(C)(=O)N1C(=CC2=C(C=CC(=C12)C)C)C(=O)OC (methyl 1-acetyl-4,7-dimethylindole-2-carboxylate). The yield is 22.0%. As a reaction SMILES: [H-].[Na+].[CH3:3][C:4]1[CH:12]=[CH:11][C:10]([CH3:13])=[C:9]2[C:5]=1[CH:6]=[C:7]([C:14]([O-:16])=[O:15])[NH:8]2.[C:17](Cl)(=[O:19])[CH3:18].Cl.[CH3:22]N(C=O)C>>[C:17]([N:8]1[C:9]2[C:5](=[C:4]([CH3:3])[CH:12]=[CH:11][C:10]=2[CH3:13])[CH:6]=[C:7]1[C:14]([O:16][CH3:22])=[O:15])(=[O:19])[CH3:18] |f:0.1|. Reported procedure: A suspension of 0.11 g (4.13 mmol) of sodium hydride in 10 ml of anhydrous DMF was prepared. A solution of 0.8 g (3.94 mmol) of 4,7-dimethylindole-2-carboxylate in 10 ml of anhydrous DMF was added thereto dropwise at 0° C. over a period of 30 minutes and the reaction mixture was stirred for 1 hour. Then a solution of 0.47 g (4.33 mmol) of acetyl chloride in 0.4 ml of anhydrous DMF was added dropwise, and the reaction mixture was stirred at room temperature for 12 hours. The reaction mixture was ... Starting materials: CC(C)(C)OC(=O)NCCc1ccc(O)cc1, CS(C)=O, Fc1cnccc1C(F)(F)F, [K+], [K+], O=C([O-])[O-]. RXN SMILES: [C:12]([CH3:13])([CH3:14])([CH3:15])[O:16][C:17]([NH:18][CH2:19][CH2:20][c:21]1[cH:22][cH:23][c:24]([OH:27])[cH:25][cH:26]1)=[O:28].[CH3:35][S:36]([CH3:37])=[O:38].[F:1][c:2]1[cH:3][n:4][cH:5][cH:6][c:7]1[C:8]([F:9])([F:10])[F:11].[K+:29].[K+:30].[O-:31][C:32]([O-:33])=[O:34]>>[c:2]1([O:27][c:24]2[cH:23][cH:22][c:21]([CH2:20][CH2:19][NH:18][C:17]([O:16][C:12]([CH3:13])([CH3:14])[CH3:15])=[O:28])[cH:26][cH:25]2)[cH:3][n:4][cH:5][cH:6][c:7]1[C:8]([F:9])([F:10])[F:11]. Product: CC(C)(C)OC(=O)NCCc1ccc(Oc2cnccc2C(F)(F)F)cc1. Starting materials: CCS(=O)(=O)Cl, Cn1c(C#N)ccc1-c1ccc(N)c(OC(F)(F)F)c1. The product is CCS(=O)(=O)Nc1ccc(-c2ccc(C#N)n2C)cc1OC(F)(F)F. As a reaction SMILES: [CH2:1]([CH3:2])[S:3](=[O:4])(=[O:5])[Cl:6].[NH2:7][c:8]1[c:9]([O:22][C:23]([F:24])([F:25])[F:26])[cH:10][c:11](-[c:14]2[cH:15][cH:16][c:17]([C:20]#[N:21])[n:18]2[CH3:19])[cH:12][cH:13]1>>[CH2:1]([CH3:2])[S:3](=[O:4])(=[O:5])[NH:7][c:8]1[c:9]([O:22][C:23]([F:24])([F:25])[F:26])[cH:10][c:11](-[c:14]2[cH:15][cH:16][c:17]([C:20]#[N:21])[n:18]2[CH3:19])[cH:12][cH:13]1. Reactants: C(C)(=O)O[C@H]1C[C@@H]2CC[C@H]3[C@@H]4CC[C@H](C(=CC=O)OCC)[C@]4(CC([C@@H]3[C@]2(CC1)C)=O)C (3α-acetoxy-20-ethoxy-21-formyl-5α-pregn-20-en-11-one), C([O-])(O)=O.[K+] (potassium bicarbonate), O (water). Solvent: C(C)O (ethyl alcohol). Product: C(C)OC(=CC=O)[C@H]1CC[C@H]2[C@@H]3CC[C@H]4C[C@@H](CC[C@]4(C)[C@H]3C(C[C@]12C)=O)O (20-Ethoxy-21-formyl-3α-hydroxy-5α-pregn-20- en-11-one). Isolated yield 34.1%. Reaction SMILES: C([O:4][C@@H:5]1[CH2:28][CH2:27][C@@:26]2([CH3:29])[C@@H:7]([CH2:8][CH2:9][C@@H:10]3[C@@H:25]2[C:24](=[O:30])[CH2:23][C@@:22]2([CH3:31])[C@H:11]3[CH2:12][CH2:13][C@@H:14]2[C:15]([O:19][CH2:20][CH3:21])=[CH:16][CH:17]=[O:18])[CH2:6]1)(=O)C.C(=O)(O)[O-].[K+].O>C(O)C>[CH2:20]([O:19][C:15]([C@@H:14]1[C@:22]2([CH3:31])[C@H:11]([C@H:10]3[C@H:25]([C:24](=[O:30])[CH2:23]2)[C@:26]2([CH3:29])[C@H:7]([CH2:6][C@H:5]([OH:4])[CH2:28][CH2:27]2)[CH2:8][CH2:9]3)[CH2:12][CH2:13]1)=[CH:16][CH:17]=[O:18])[CH3:21] |f:1.2|. Procedure details: A solution of 3α-acetoxy-20-ethoxy-21-formyl-5α-pregn-20-en-11-one (500 mg) in ethyl alcohol (15 ml) was treated with potassium bicarbonate (450 mg) and the mixture was refluxed, under nitrogen, for 7 hours, then poured into water. The product was extracted with methylene chloride, and the extract washed with water, dried and evaporated. Purification of the residue (37 mg) by preparative t.l.c. and crystallisation from methyl acetate/petrol gave title compound (154 mg) m.p. 175°-178°, [α]D - 115...